describe an organic reaction: reactants, conditions, products, and yield From a dataset of the Open Reaction Database (ORD), a public repository of structured organic reaction records. Reactants: CCOC(=O)N1CCCOc2cc(N)ccc21, CNC(=O)c1sccc1Nc1nc(Cl)ncc1Cl. The product is CCOC(=O)N1CCCOc2cc(Nc3ncc(Cl)c(Nc4ccsc4C(=O)NC)n3)ccc21. As a reaction SMILES: [CH2:1]([CH3:2])[O:3][C:4](=[O:5])[N:6]1[CH2:7][CH2:8][CH2:9][O:10][c:11]2[c:12]1[cH:13][cH:14][c:15]([NH2:17])[cH:16]2.[CH3:18][NH:19][C:20](=[O:21])[c:22]1[s:23][cH:24][cH:25][c:26]1[NH:27][c:28]1[n:29][c:30]([Cl:35])[n:31][cH:32][c:33]1[Cl:34]>>[CH2:1]([CH3:2])[O:3][C:4](=[O:5])[N:6]1[CH2:7][CH2:8][CH2:9][O:10][c:11]2[c:12]1[cH:13][cH:14][c:15]([NH:17][c:30]1[n:29][c:28]([NH:27][c:26]3[c:22]([C:20]([NH:19][CH3:18])=[O:21])[s:23][cH:24][cH:25]3)[c:33]([Cl:34])[cH:32][n:31]1)[cH:16]2. The reactants are Cl.C1(=CC=CC=C1)COCCN (2-(phenylmethoxy)ethylamine hydrochloride), C(C1=CC=CC=C1)(=O)O[C@H]1[C@@H](O[C@@H]([C@H]1OC(C1=CC=CC=C1)=O)COC(C1=CC=CC=C1)=O)N1C2=NC(=NC(=C2N=C1)Cl)Cl (9-(2,3,5-tri- O-benzoyl-β-D-ribofuranosyl)-2,6-dichloro-9H-purine), N (ammonia). The product is ClC=1N=C(C=2N=CN([C@H]3[C@H](O)[C@H](O)[C@@H](CO)O3)C2N1)NCCOCC1=CC=CC=C1 (2-chloro- N-[2-(phenylmethoxy)ethyl]adenosine). Yield: 38.7%. Reaction SMILES: Cl.[C:2]1([CH2:8][O:9][CH2:10][CH2:11][NH2:12])[CH:7]=[CH:6][CH:5]=[CH:4][CH:3]=1.C([O:21][C@@H:22]1[C@H:26]([O:27]C(=O)C2C=CC=CC=2)[C@@H:25]([CH2:36][O:37]C(=O)C2C=CC=CC=2)[O:24][C@H:23]1[N:46]1[CH:54]=[N:53][C:52]2[C:47]1=[N:48][C:49]([Cl:56])=[N:50][C:51]=2Cl)(=O)C1C=CC=CC=1.N>>[Cl:56][C:49]1[N:50]=[C:51]([NH:12][CH2:11][CH2:10][O:9][CH2:8][C:2]2[CH:7]=[CH:6][CH:5]=[CH:4][CH:3]=2)[C:52]2[N:53]=[CH:54][N:46]([C:47]=2[N:48]=1)[C@@H:23]1[O:24][C@H:25]([CH2:36][OH:37])[C@@H:26]([OH:27])[C@H:22]1[OH:21] |f:0.1|. Procedure: The title compound was prepared by reacting 2-(phenylmethoxy)ethylamine hydrochloride (0.51 g, 2.7 mmol) with 9-(2,3,5-tri- O-benzoyl-β-D-ribofuranosyl)-2,6-dichloro-9H-purine (1.43 g, 2.25 mmol), followed by debenzoylation of the purified product using methanolic ammonia to provide the title 2-chloro- N-[2-(phenylmethoxy)ethyl]adenosine (0.38 g, 44%)(after column chromatography) as a solid, mp 115°-124° C., 1H NMR (DMSO-d6)δ 3.50-3.58 (1H, m, H-5'a), 3.60-3.70 (4H, m, H-5'b, --CH2 -- and --CH--... The reactants are FC1=CC=C(C=C1)N=C=O (4-fluorophenyl isocyanate), NC(C(=O)N(CCN(C)C)CC1=CC=CC=C1)C(C)C (2-Amino-N-benzyl-N-(2-dimethylamino-ethyl)-3-methyl-butyramide). As a reaction SMILES: [F:1][C:2]1[CH:7]=[CH:6][C:5]([N:8]=[C:9]=[O:10])=[CH:4][CH:3]=1.[NH2:11][CH:12]([CH:28]([CH3:30])[CH3:29])[C:13]([N:15]([CH2:21][C:22]1[CH:27]=[CH:26][CH:25]=[CH:24][CH:23]=1)[CH2:16][CH2:17][N:18]([CH3:20])[CH3:19])=[O:14]>>[CH2:21]([N:15]([CH2:16][CH2:17][N:18]([CH3:19])[CH3:20])[C:13](=[O:14])[C@@H:12]([NH:11][C:9]([NH:8][C:5]1[CH:6]=[CH:7][C:2]([F:1])=[CH:3][CH:4]=1)=[O:10])[CH:28]([CH3:29])[CH3:30])[C:22]1[CH:27]=[CH:26][CH:25]=[CH:24][CH:23]=1. Product: C(C1=CC=CC=C1)N(C([C@H](C(C)C)NC(=O)NC1=CC=C(C=C1)F)=O)CCN(C)C (N-Benzyl-N-(2-dimethylamino-ethyl)-2-(S)-[3-(4-fluorophenyl)-ureido]-3-methyl-butyramide). Procedure: Compound 14b was prepared from 4-fluorophenyl isocyanate and compound 13, using the method described in Example 22. MS (EI)=414 (M+). The reactants are COC=1C=C2C(=C(/C(/C2=CC1)=C/C1=CC=C(C=C1)S(=O)(=O)C)C)CC(=O)O ((Z)-5-methoxy-2-methyl-1-(p-methylsulfonylbenzylidene)-3-indenylacetic acid), C(C(=O)Cl)(=O)Cl (oxalylchloride). Solvent: C1CCOC1 (THF). The product is COC=1C=C2C(=C(/C(/C2=CC1)=C/C1=CC=C(C=C1)S(=O)(=O)C)C)CC(=O)Cl ((Z)-5-Methoxy-2-methyl-1-(4-methylsulfonylbenzylidene)-3-indenylacetyl chloride). Reaction SMILES: [CH3:1][O:2][C:3]1[CH:4]=[C:5]2[C:9](=[CH:10][CH:11]=1)/[C:8](=[CH:12]\[C:13]1[CH:18]=[CH:17][C:16]([S:19]([CH3:22])(=[O:21])=[O:20])=[CH:15][CH:14]=1)/[C:7]([CH3:23])=[C:6]2[CH2:24][C:25]([OH:27])=O.C(Cl)(=O)C([Cl:31])=O>C1COCC1>[CH3:1][O:2][C:3]1[CH:4]=[C:5]2[C:9](=[CH:10][CH:11]=1)/[C:8](=[CH:12]\[C:13]1[CH:18]=[CH:17][C:16]([S:19]([CH3:22])(=[O:21])=[O:20])=[CH:15][CH:14]=1)/[C:7]([CH3:23])=[C:6]2[CH2:24][C:25]([Cl:31])=[O:27]. Procedure: (Z)-5-methoxy-2-methyl-1-(p-methylsulfonylbenzylidene)-3-indenylacetic acid (70 mmol) in THF (500 ml) is allowed to react with oxalylchloride (2 M in CH2Cl2 ; 35 ml) under reflux conditions (24 hours). The solvent is evaporated to yield the title compound, which is used as such in the next step. Reactants: [Al+3], CC(C)(C)OC(=O)NC1CCN(c2ccc3[nH]ccc3c2)c2ccccc21, C1CCOC1, [H-], [H-], [H-], [H-], [Li+], [Na+], [Na+], O=S(=O)([O-])[O-]. Yields the product CNC1CCN(c2ccc3[nH]ccc3c2)c2ccccc21. RXN SMILES: [Al+3:29].[C:1]([O:2][C:6](=[O:3])[NH:7][CH:8]1[CH2:9][CH2:10][N:11]([c:18]2[cH:19][c:20]3[cH:21][cH:22][nH:23][c:24]3[cH:25][cH:26]2)[c:12]2[cH:13][cH:14][cH:15][cH:16][c:17]21)([CH3:4])([CH3:5])[CH3:27].[CH2:41]1[O:42][CH2:43][CH2:44][CH2:45]1.[H-:28].[H-:31].[H-:32].[H-:33].[Li+:30].[Na+:34].[Na+:35].[O-:36][S:37](=[O:38])(=[O:39])[O-:40]>>[CH3:6][NH:7][CH:8]1[CH2:9][CH2:10][N:11]([c:18]2[cH:19][c:20]3[cH:21][cH:22][nH:23][c:24]3[cH:25][cH:26]2)[c:12]2[cH:13][cH:14][cH:15][cH:16][c:17]21.